This data is from the Open Reaction Database (ORD), a public repository of structured organic reaction records. The task is: describe an organic reaction: reactants, conditions, products, and yield Reaction SMILES: [OH:1][CH2:2][CH2:3][CH2:4][O:5][C:6]1[CH:11]=[CH:10][C:9]([CH2:12][C@H:13]([O:17][CH3:18])[C:14]([OH:16])=[O:15])=[CH:8][CH:7]=1.[CH3:19][C:20]1[S:21][C:22]2[CH:28]=[CH:27][C:26](O)=[CH:25][C:23]=2[N:24]=1>>[CH3:18][O:17][C@@H:13]([CH2:12][C:9]1[CH:10]=[CH:11][C:6]([O:5][CH2:4][CH2:3][CH2:2][O:1][C:26]2[CH:27]=[CH:28][C:22]3[S:21][C:20]([CH3:19])=[N:24][C:23]=3[CH:25]=2)=[CH:7][CH:8]=1)[C:14]([OH:16])=[O:15]. The product is CO[C@H](C(=O)O)CC1=CC=C(C=C1)OCCCOC=1C=CC2=C(N=C(S2)C)C1 ((2S)-2-Methoxy-3-{4-[3-(2-methyl-benzothiazol-5-yloxy)-propoxy]-phenyl}-propionic acid). Procedure: The title compound was prepared from (2S)-3-[4-(3-Hydroxy-propoxy)-phenyl]-2-methoxy-propionic acid linked to Wang's Resin (Example 94, Step D) via Mitsunobu coupling with 2-methyl-5-benzothiazolol and cleavage from the resin (Standard Procedure G) to give an oily solid. 1H-NMR (200.15 MHz, CDCl3): 7.65 (d, 1 H, J=8.9), 7.36–7.35 (m, 1 H), 7.16 (d, 2 H, J=8.9), 7.03 (dd, 1 H, J=8.9, 2.4), 6.86 (dd, 2 H, J=6.5, 1.9), 4.22 (t, 2 H, J=35.9), 4.18 (t, 2 H, J=6.2), 4.01 (dd, 2 H, J=6.4, 5.4), 3.43 (s... Starting materials: OCCCOC1=CC=C(C=C1)C[C@@H](C(=O)O)OC ((2S)-3-[4-(3-Hydroxy-propoxy)-phenyl]-2-methoxy-propionic acid), CC=1SC2=C(N1)C=C(C=C2)O (2-methyl-5-benzothiazolol). The reactants are C1CCOC1, CC(C)(C)[O-], [K+], COC(=O)CCC(C(N)=O)N1Cc2c(OCc3ccc(OC)c(OC)c3)cccc2C1=O. Product: COc1ccc(COc2cccc3c2CN(C2CCC(=O)NC2=O)C3=O)cc1OC. Reaction SMILES: [CH2:39]1[O:40][CH2:41][CH2:42][CH2:43]1.[CH3:1][C:2]([CH3:3])([O-:4])[CH3:5].[K+:6].[NH2:7][C:8]([CH:9]([CH2:10][CH2:11][C:12]([O:14][CH3:13])=[O:15])[N:16]1[C:17](=[O:37])[c:18]2[cH:19][cH:20][cH:21][c:22]([O:25][CH2:26][c:27]3[cH:28][c:29]([O:35][CH3:36])[c:30]([O:33][CH3:34])[cH:31][cH:32]3)[c:23]2[CH2:24]1)=[O:38]>>[NH:7]1[C:8](=[O:38])[CH:9]([N:16]2[C:17](=[O:37])[c:18]3[cH:19][cH:20][cH:21][c:22]([O:25][CH2:26][c:27]4[cH:28][c:29]([O:35][CH3:36])[c:30]([O:33][CH3:34])[cH:31][cH:32]4)[c:23]3[CH2:24]2)[CH2:10][CH2:11][C:12]1=[O:14]. Reactants: BrC=1C=CC=C2C(=C(C=NC12)C(=O)OCC)N(C)S(=O)(=O)C1=CC=C(C=C1)OCC#CC (Ethyl 8-bromo-4-[{[4-(2-butynyloxy)phenyl]sulfonyl}(methyl)amino]-3-quinolinecarboxylate), BrC=1C=CC=C2C(=C(C=NC12)C(=O)OCC)N(C)S(=O)(=O)C1=CC=C(C=C1)OCC#CC (ethyl 8-bromo-4-[{[4-(2-butynyloxy)phenyl]sulfonyl}(methyl)amino]-3-quinolinecarboxylate), [OH-].[Na+] (sodium hydroxide), CO (methanol). Run in O (water). Yields the product BrC=1C=CC=C2C(=C(C=NC12)C(=O)O)N(C)S(=O)(=O)C1=CC=C(C=C1)OCC#CC (8-bromo-4-[{[4-(2-butynyloxy)phenyl]sulfonyl}(methyl)amino]-3-quinolinecarboxylic acid). Isolated yield 79.7%. RXN SMILES: [Br:1][C:2]1[CH:3]=[CH:4][CH:5]=[C:6]2[C:11]=1[N:10]=[CH:9][C:8]([C:12]([O:14]CC)=[O:13])=[C:7]2[N:17]([S:19]([C:22]1[CH:27]=[CH:26][C:25]([O:28][CH2:29][C:30]#[C:31][CH3:32])=[CH:24][CH:23]=1)(=[O:21])=[O:20])[CH3:18].[OH-].[Na+].CO>O>[Br:1][C:2]1[CH:3]=[CH:4][CH:5]=[C:6]2[C:11]=1[N:10]=[CH:9][C:8]([C:12]([OH:14])=[O:13])=[C:7]2[N:17]([S:19]([C:22]1[CH:23]=[CH:24][C:25]([O:28][CH2:29][C:30]#[C:31][CH3:32])=[CH:26][CH:27]=1)(=[O:20])=[O:21])[CH3:18] |f:1.2|. Procedure: Ethyl 8-bromo-4-[{[4-(2-butynyloxy)phenyl]sulfonyl}(methyl)amino]-3-quinolinecarboxylate (0.52 g, 1.0 mmol), the product of Example 97, was treated with 1 N aqueous sodium hydroxide (1.1 mL) in 1:1 methanol:water (6 mL) to give 0.390 g of 8-bromo-4-[{[4-(2-butynyloxy)phenyl]sulfonyl}(methyl)amino]-3-quinolinecarboxylic acid as an off-white powder. Electrospray Mass Spec 489 and 490.9 (M+H)+ The reactants are FC1=CC=C(C=C1)[N+](=O)[O-] (4-fluoronitrobenzene), C([O-])([O-])=O.[K+].[K+] (potassium carbonate), O[C@@H]1C[C@H](NC1)C(=O)O (trans-4-hydroxyproline). Solvent: O (water). Yields the product OC1CC(N(C1)C1=CC=C(C=C1)[N+](=O)[O-])C(=O)O (4-hydroxy-1-(4-nitrophenyl)pyrrolidine-2-carboxylic acid). RXN SMILES: F[C:2]1[CH:7]=[CH:6][C:5]([N+:8]([O-:10])=[O:9])=[CH:4][CH:3]=1.C(=O)([O-])[O-].[K+].[K+].[OH:17][C@H:18]1[CH2:22][NH:21][C@H:20]([C:23]([OH:25])=[O:24])[CH2:19]1>O>[OH:17][CH:18]1[CH2:22][N:21]([C:2]2[CH:7]=[CH:6][C:5]([N+:8]([O-:10])=[O:9])=[CH:4][CH:3]=2)[CH:20]([C:23]([OH:25])=[O:24])[CH2:19]1 |f:1.2.3|. Procedure details: 10 g (70.9 mmol) of 4-fluoronitrobenzene, 11.75 g (85 mmol) of potassium carbonate and 9.3 g (70.8 mmol) of trans-4-hydroxyproline were stirred in 100 ml of distilled water. The mixture was refluxed for 16 hours and was then cooled to room temperature. The product was extracted with ethyl acetate. The organic phases were washed with a saturated solution, dried over sodium sulphate and concentrated under reduced pressure. The oil obtained was crystallized from an ethyl acetate/heptane mixture. A ... Reactants: C1(CCC1)N1CCN(CC1)CC1=CC=C(C=N1)C1=CC=C(C#N)C=C1 (4-[6-(4-Cyclobutylpiperazin-1-ylmethyl)pyridin-3-yl]benzonitrile), C1CCOC1 (THF), CC(C)C[AlH]CC(C)C (DIBAL). The solvent is C(Cl)Cl (DCM), C(Cl)Cl (DCM). Conditions: time 1 hour. Product: C1(CCC1)N1CCN(CC1)CC1=CC=C(C=N1)C1=CC=C(C=O)C=C1 (4-[6-(4-Cyclobutylpiperazin-1-ylmethyl)pyridin-3-yl]benzaldehyde). RXN SMILES: [CH:1]1([N:5]2[CH2:10][CH2:9][N:8]([CH2:11][C:12]3[N:17]=[CH:16][C:15]([C:18]4[CH:25]=[CH:24][C:21]([C:22]#N)=[CH:20][CH:19]=4)=[CH:14][CH:13]=3)[CH2:7][CH2:6]2)[CH2:4][CH2:3][CH2:2]1.CC(C[AlH]CC(C)C)C.C1C[O:38]CC1>C(Cl)Cl>[CH:1]1([N:5]2[CH2:10][CH2:9][N:8]([CH2:11][C:12]3[N:17]=[CH:16][C:15]([C:18]4[CH:25]=[CH:24][C:21]([CH:22]=[O:38])=[CH:20][CH:19]=4)=[CH:14][CH:13]=3)[CH2:7][CH2:6]2)[CH2:4][CH2:3][CH2:2]1. Procedure details: 4-[6-(4-Cyclobutylpiperazin-1-ylmethyl)pyridin-3-yl]benzonitrile (0.066 g, 0.2 mmol) was dissolved in DCM (1 mL) DIBAL 1M in THF (0.2 mL) was added. The reaction mixture was stirred at RT for 1 hour. LC-MS showed no product. Another 1.5 eq. of DIBAL (0.2 mL) was added and stirring continued 1 hour. LC-MS showed full conversion. The reaction mixture was stored at −20° C. for 3 days. The reaction mixture was added DCM (5 mL) and cold NH4Claq (5 mL). The DCM phase was washed with water (5 mL) and b... Reactants: IC1=C(C(=O)O)C=C(C=C1)S(=O)(=O)C (2-Iodo-5-methanesulfonyl-benzoic acid), ClC1=CC=C(C=C1)B(O)O (4-chloro-benzeneboronic acid). The product is ClC1=CC=C(C=C1)C=1C(=CC(=CC1)S(=O)(=O)C)C(=O)O (4′-Chloro-4-methanesulfonyl-biphenyl-2-carboxylic acid). As a reaction SMILES: I[C:2]1[CH:10]=[CH:9][C:8]([S:11]([CH3:14])(=[O:13])=[O:12])=[CH:7][C:3]=1[C:4]([OH:6])=[O:5].[Cl:15][C:16]1[CH:21]=[CH:20][C:19](B(O)O)=[CH:18][CH:17]=1>>[Cl:15][C:16]1[CH:21]=[CH:20][C:19]([C:2]2[C:3]([C:4]([OH:6])=[O:5])=[CH:7][C:8]([S:11]([CH3:14])(=[O:13])=[O:12])=[CH:9][CH:10]=2)=[CH:18][CH:17]=1. Procedure details: Prepared in analogy to Example B25 from 2-Iodo-5-methanesulfonyl-benzoic acid (example B19(b)) and 4-chloro-benzeneboronic acid. Light brown solid. MS (m/e): 309.1 ([M−H], 100%). Reactants: C[Si](C)(C)c1ccc(Br)cc1, C1CCOC1, [Mg], CC(C)(C)OC(=O)N1CC(=O)C1. Yields the product CC(C)(C)OC(=O)N1CC(O)(c2ccc([Si](C)(C)C)cc2)C1. As a reaction SMILES: [Br:1][c:2]1[cH:3][cH:4][c:5]([Si:8]([CH3:9])([CH3:10])[CH3:11])[cH:6][cH:7]1.[CH2:25]1[O:26][CH2:27][CH2:28][CH2:29]1.[Mg:12].[O:13]=[C:14]1[CH2:15][N:16]([C:18](=[O:19])[O:20][C:21]([CH3:22])([CH3:23])[CH3:24])[CH2:17]1>>[c:2]1([C:14]2([OH:13])[CH2:15][N:16]([C:18](=[O:19])[O:20][C:21]([CH3:22])([CH3:23])[CH3:24])[CH2:17]2)[cH:3][cH:4][c:5]([Si:8]([CH3:9])([CH3:10])[CH3:11])[cH:6][cH:7]1. The reactants are Cl.N[C@@H](CO)C(=O)N[C@@H](CC(O)=O)C(=O)N1[C@H](C(=O)N[C@@H](CCCNC(N)=N)C(=O)O)CCC1 (L-seryl-L-aspartyl-L-prolyl-L-arginine hydrochloride), [N+](=O)([O-])C1=CC=C(C=C1)OC([C@@H](NC(=O)OCC1=CC=CC=C1)C(C(=O)O)CC1=CC=CC=C1)=O (N-carbobenzoxy-β-benzyl-L-aspartic acid p-nitrophenyl ester). The product is C(=O)(OCC1=CC=CC=C1)N[C@@H](CC(OCC1=CC=CC=C1)=O)C(=O)N[C@@H](CO)C(=O)N[C@@H](CC(O)=O)C(=O)N1[C@H](C(=O)N[C@@H](CCCNC(N)=N)C(=O)O)CCC1 (N-carbobenzoxy-O-benzyl-L-aspartyl-L-seryl-L-aspartyl-L-prolyl-L-arginine). As a reaction SMILES: Cl.[NH2:2][C@H:3]([C:6]([NH:8][C@H:9]([C:14]([N:16]1[CH2:34][CH2:33][CH2:32][C@H:17]1[C:18]([NH:20][C@H:21]([C:29]([OH:31])=[O:30])[CH2:22][CH2:23][CH2:24][NH:25][C:26](=[NH:28])[NH2:27])=[O:19])=[O:15])[CH2:10][C:11](=[O:13])[OH:12])=[O:7])[CH2:4][OH:5].[N+](C1C=CC(O[C:45](=[O:69])[C@H:46]([CH:58](CC2C=CC=CC=2)[C:59]([OH:61])=[O:60])[NH:47][C:48]([O:50][CH2:51][C:52]2[CH:57]=[CH:56][CH:55]=[CH:54][CH:53]=2)=[O:49])=CC=1)([O-])=O>>[C:48]([NH:47][C@H:46]([C:45]([NH:2][C@H:3]([C:6]([NH:8][C@H:9]([C:14]([N:16]1[CH2:34][CH2:33][CH2:32][C@H:17]1[C:18]([NH:20][C@H:21]([C:29]([OH:31])=[O:30])[CH2:22][CH2:23][CH2:24][NH:25][C:26](=[NH:27])[NH2:28])=[O:19])=[O:15])[CH2:10][C:11](=[O:12])[OH:13])=[O:7])[CH2:4][OH:5])=[O:69])[CH2:58][C:59](=[O:60])[O:61][CH2:51][C:52]1[CH:57]=[CH:56][CH:55]=[CH:54][CH:53]=1)([O:50][CH2:51][C:52]1[CH:53]=[CH:54][CH:55]=[CH:56][CH:57]=1)=[O:49] |f:0.1|. Procedure: A method which comprises reacting L-seryl-L-aspartyl-L-prolyl-L-arginine hydrochloride with N-carbobenzoxy-β-benzyl-L-aspartic acid p-nitrophenyl ester to give N-carbobenzoxy-O-benzyl-L-aspartyl-L-seryl-L-aspartyl-L-prolyl-L-arginine. Starting materials: CS(=O)(=O)NC1=CC=C(C=C1)C1=CC=C(C=C1)S(=O)(=O)N1C=C(C=C1)/C=C/C(=O)NOC1OCCCC1 ((E)-3-[1-(4′-methanesulfonylamino-biphenyl-4-sulfonyl)-1H-pyrrol-3-yl]-N-(tetrahydro-pyran-2-yloxy)-acrylamide). Run in CO (methanol). Conditions: time 24 hour. Product: ONC(\C=C\C1=CN(C=C1)S(=O)(=O)C1=CC=C(C=C1)C1=CC=C(C=C1)NS(=O)(=O)C)=O ((E)-N-Hydroxy-3-[1-(4′-methanesulfonylamino-biphenyl-4-sulfonyl)-1H-pyrrol-3-yl]-acrylamide). The yield is 82.2%. Reaction SMILES: [CH3:1][S:2]([NH:5][C:6]1[CH:11]=[CH:10][C:9]([C:12]2[CH:17]=[CH:16][C:15]([S:18]([N:21]3[CH:25]=[CH:24][C:23](/[CH:26]=[CH:27]/[C:28]([NH:30][O:31]C4CCCCO4)=[O:29])=[CH:22]3)(=[O:20])=[O:19])=[CH:14][CH:13]=2)=[CH:8][CH:7]=1)(=[O:4])=[O:3]>CO>[OH:31][NH:30][C:28](=[O:29])/[CH:27]=[CH:26]/[C:23]1[CH:24]=[CH:25][N:21]([S:18]([C:15]2[CH:14]=[CH:13][C:12]([C:9]3[CH:10]=[CH:11][C:6]([NH:5][S:2]([CH3:1])(=[O:4])=[O:3])=[CH:7][CH:8]=3)=[CH:17][CH:16]=2)(=[O:19])=[O:20])[CH:22]=1. Procedure details: A mixture of 0.223 g (E)-3-[1-(4′-methanesulfonylamino-biphenyl-4-sulfonyl)-1H-pyrrol-3-yl]-N-(tetrahydro-pyran-2-yloxy)-acrylamide with 6.0 ml methanol and 12.0 ml 1M aqueous HCL is stirred at ambient temperature for 24 h. The suspension is evaporated and the solid is washed with water and diisopropylether. The title compound is dried in vacuo. By this method 0.155 g light pink solid are obtained. Melting point: 160-167° C. Starting materials: Brc1ccc(-c2csc(Br)n2)cc1, ClCCl, CCCC(N)CO. The product is CCCC(CO)Nc1nc(-c2ccc(Br)cc2)cs1. Reaction SMILES: [Br:1][c:2]1[s:3][cH:4][c:5](-[c:7]2[cH:8][cH:9][c:10]([Br:13])[cH:11][cH:12]2)[n:6]1.[CH2:21]([Cl:22])[Cl:23].[NH2:14][CH:15]([CH2:16][OH:17])[CH2:18][CH2:19][CH3:20]>>[c:2]1([NH:14][CH:15]([CH2:16][OH:17])[CH2:18][CH2:19][CH3:20])[s:3][cH:4][c:5](-[c:7]2[cH:8][cH:9][c:10]([Br:13])[cH:11][cH:12]2)[n:6]1.